Dataset: the Open Reaction Database (ORD), a public repository of structured organic reaction records. Task: describe an organic reaction: reactants, conditions, products, and yield Reactants: C(C)(C)OB1OC(C(O1)(C)C)(C)C (2-isopropoxy-4,4,5,5-tetramethyl-1,3,2-dioxaborolane), C(CCC)[Li] (n-butyllithium), CN1N=CC(=C1)C (1,4-Dimethyl-1H-pyrazole). The solvent is hexanes, C1CCOC1 (THF), CCOC(=O)C (EtOAc). Conditions: temperature 0 celsius, time 3 hour. The product is CN1N=CC(=C1B1OC(C(O1)(C)C)(C)C)C (1,4-Dimethyl-5-(4,4,5,5-tetramethyl-1,3,2-dioxaborolan-2-yl)-1H-pyrazole). As a reaction SMILES: [CH3:1][N:2]1[CH:6]=[C:5]([CH3:7])[CH:4]=[N:3]1.C([Li])CCC.C(O[B:17]1[O:21][C:20]([CH3:23])([CH3:22])[C:19]([CH3:25])([CH3:24])[O:18]1)(C)C>C1COCC1.CCOC(C)=O>[CH3:1][N:2]1[C:6]([B:17]2[O:21][C:20]([CH3:23])([CH3:22])[C:19]([CH3:25])([CH3:24])[O:18]2)=[C:5]([CH3:7])[CH:4]=[N:3]1. Procedure: 1,4-Dimethyl-1H-pyrazole (50 mg, 0.5 mmol) was stirred in THF (2 mL) and cooled to 0° C. A solution of 1.6 M n-butyllithium in hexanes (390 mL) was added dropwise by syringe and the mixture was allowed to warm to room temperature for 2 h. The mixture was cooled to −78° C. and 2-isopropoxy-4,4,5,5-tetramethyl-1,3,2-dioxaborolane (110 mL, 0.52 mmol) was added dropwise by syringe. The mixture was stirred at −78° C. for 15 min. and at 0° C. for 3 h. The mixture was diluted with EtOAc and washed with...